This data is from the Open Reaction Database (ORD), a public repository of structured organic reaction records. The task is: describe an organic reaction: reactants, conditions, products, and yield Reactants: C#CCCCCCC (1-octyne), C1(=CC=CC=C1)C#C (phenylacetylene), C(C1=CC=CC=C1)#N (benzonitrile). Run at time 18 hour. The product is C(#CCCCCCC)C1=CC=CC=C1 (1-octynylbenzene). Yield: 80.0%. RXN SMILES: [CH:1]#[C:2][CH2:3][CH2:4][CH2:5][CH2:6]CC.[C:9]1([C:15]#[CH:16])[CH:14]=[CH:13][CH:12]=[CH:11][CH:10]=1.C(#N)C1C=CC=CC=1>>[C:15]([C:9]1[CH:14]=[CH:13][CH:12]=[CH:11][CH:10]=1)#[C:16][CH2:1][CH2:2][CH2:3][CH2:4][CH2:5][CH3:6]. Procedure: The procedure was identical to Example 1, with the exception that 1-octyne (0.590 ml; 0.441 g; 4.00 mmol) was used as a substrate instead of phenylacetylene. GC analysis of the organic phase of the hydrolyzed reaction sample after 18 h at 65° C. showed the presence of 1.59 mmol (80% yield) of 1-octynylbenzene, and 0.03 mmol of benzonitrile remaining in the reaction mixture. The reactants are FC(C=1C=C(C(=O)N2[C@@H](CN(CC2)CCCOS(=O)(=O)C)CC2=CNC3=CC=CC=C23)C=C(C1)C(F)(F)F)(F)F ((2R)-1-[3,5-bis(trifluoromethyl)benzoyl]-2-(1H-indol-3-ylmethyl)-4-(3-methylsulfonyloxypropyl)piperazine), N1CCC2(CC1)CCC1=CC=CC=C12 (spiro[indan-1,4'-piperidine]). Solvent: C(C)#N (acetonitrile). Product: FC(C=1C=C(C(=O)N2[C@@H](CN(CC2)CCCN2CCC3(CC2)CCC2=CC=CC=C23)CC2=CNC3=CC=CC=C23)C=C(C1)C(F)(F)F)(F)F ((2R)-1-[3,5-bis(trifluoromethyl)benzoyl]-4-[3-(spiro[indan-1,4'-piperidine]-1'-yl)propyl]-2-(1H-indol-3-ylmethyl)piperazine). Isolated yield 90.1%. RXN SMILES: [F:1][C:2]([F:40])([F:39])[C:3]1[CH:4]=[C:5]([CH:32]=[C:33]([C:35]([F:38])([F:37])[F:36])[CH:34]=1)[C:6]([N:8]1[CH2:13][CH2:12][N:11]([CH2:14][CH2:15][CH2:16]OS(C)(=O)=O)[CH2:10][C@H:9]1[CH2:22][C:23]1[C:31]2[C:26](=[CH:27][CH:28]=[CH:29][CH:30]=2)[NH:25][CH:24]=1)=[O:7].[NH:41]1[CH2:46][CH2:45][C:44]2([C:54]3[C:49](=[CH:50][CH:51]=[CH:52][CH:53]=3)[CH2:48][CH2:47]2)[CH2:43][CH2:42]1>C(#N)C>[F:36][C:35]([F:38])([F:37])[C:33]1[CH:32]=[C:5]([CH:4]=[C:3]([C:2]([F:39])([F:1])[F:40])[CH:34]=1)[C:6]([N:8]1[CH2:13][CH2:12][N:11]([CH2:14][CH2:15][CH2:16][N:41]2[CH2:46][CH2:45][C:44]3([C:54]4[C:49](=[CH:50][CH:51]=[CH:52][CH:53]=4)[CH2:48][CH2:47]3)[CH2:43][CH2:42]2)[CH2:10][C@H:9]1[CH2:22][C:23]1[C:31]2[C:26](=[CH:27][CH:28]=[CH:29][CH:30]=2)[NH:25][CH:24]=1)=[O:7]. Procedure details: A mixture of (2R)-1-[3,5-bis(trifluoromethyl)benzoyl]-2-(1H-indol-3-ylmethyl)-4-(3-methylsulfonyloxypropyl)piperazine (200 mg) and spiro[indan-1,4'-piperidine] (70 mg) in acetonitrile (3 ml) was refluxed for 1.5 hours. The reaction mixture was evaporated under reduced pressure and then the residue was purified by column chromatography on silica gel using dichloromethane-methanol (10:1) as an eluent to give (2R)-1-[3,5-bis(trifluoromethyl)benzoyl]-4-[3-(spiro[indan-1,4'-piperidine]-1'-yl)propyl]-... The reactants are [Br-], CN(C)C=O, CCC=C(C(=O)CCl)C(=O)OC, [Na+]. Yields the product CCC=C(C(=O)CBr)C(=O)OC. As a reaction SMILES: [Br-:2].[CH3:15][N:16]([CH3:17])[CH:18]=[O:19].[CH:3]([CH2:4][CH3:5])=[C:6]([C:7](=[O:8])[O:9][CH3:10])[C:11](=[O:12])[CH2:13][Cl:14].[Na+:1]>>[Br:2][CH2:13][C:11]([C:6](=[CH:3][CH2:4][CH3:5])[C:7](=[O:8])[O:9][CH3:10])=[O:12]. The reactants are C1(CCCC1)C[C@H](CC(=O)OC(C)(C)C)C(N1N=CCC1C(=O)NC1=CC=CC=C1)=O (1,1-dimethylethyl (3R)-3-(cyclopentylmethyl)-4-oxo-4-{5-[(phenylamino)carbonyl]-4,5-dihydro-1H-pyrazol-1-yl}butanoate), Cl (hydrochloric acid). The solvent is O1CCOCC1 (1,4-dioxane), O1CCOCC1 (1,4-dioxane). Conditions: time 4 hour. The product is C1(CCCC1)C[C@H](CC(=O)O)C(N1N=CCC1C(=O)NC1=CC=CC=C1)=O ((3R)-3-(cyclopentylmethyl)-4-oxo-4-{5-[(phenylamino)carbonyl]-4,5-dihydro-1H-pyrazol-1-yl}butanoic acid). The yield is 100.5%. As a reaction SMILES: [CH:1]1([CH2:6][C@@H:7]([C:16](=[O:31])[N:17]2[CH:21]([C:22]([NH:24][C:25]3[CH:30]=[CH:29][CH:28]=[CH:27][CH:26]=3)=[O:23])[CH2:20][CH:19]=[N:18]2)[CH2:8][C:9]([O:11]C(C)(C)C)=[O:10])[CH2:5][CH2:4][CH2:3][CH2:2]1.Cl>O1CCOCC1>[CH:1]1([CH2:6][C@@H:7]([C:16](=[O:31])[N:17]2[CH:21]([C:22]([NH:24][C:25]3[CH:30]=[CH:29][CH:28]=[CH:27][CH:26]=3)=[O:23])[CH2:20][CH:19]=[N:18]2)[CH2:8][C:9]([OH:11])=[O:10])[CH2:5][CH2:4][CH2:3][CH2:2]1. Reported procedure: To a solution of 1,1-dimethylethyl (3R)-3-(cyclopentylmethyl)-4-oxo-4-{5-[(phenylamino)carbonyl]-4,5-dihydro-1H-pyrazol-1-yl}butanoate (386 mg, 0.90 mmol) in 1,4-dioxane (5.0 mL) was added 4.0 M hydrochloric acid in 1,4-dioxane (11.3 mL, 45.2 mmol) at room temperature. The reaction mixture was stirred for 4 hours. LCMS showed the reaction was complete. The solvent was removed by reduced pressure to afford (3R)-3-(cyclopentylmethyl)-4-oxo-4-{5-[(phenylamino)carbonyl]-4,5-dihydro-1H-pyrazol-1-yl}b... Reactants: C1(CCCC1)NC=1C=CC(=C(C1)[C@]12N=C(SC[C@H]1CCO2)NC(OC(C)(C)C)=O)F (tert-butyl (±)-((4aS,7aS)-7a-(5-(cyclopentylamino)-2-fluorophenyl)-4a,5,6,7a-tetrahydro-4H-furo[2,3-d][1,3]thiazin-2-yl)carbamate), C(=O)(C(F)(F)F)O (TFA). The solvent is C(Cl)Cl (DCM). The product is C1(CCCC1)NC=1C=CC(=C(C1)[C@]12N=C(SC[C@H]1CCO2)N)F ((4aS,7aS)-7a-(5-(cyclopentylamino)-2-fluorophenyl)-4a,5,6,7a-tetrahydro-4H-furo[2,3-d][1,3]thiazin-2-amine). Yield: 137.0%. Reaction SMILES: [CH:1]1([NH:6][C:7]2[CH:8]=[CH:9][C:10]([F:30])=[C:11]([C@@:13]34[O:21][CH2:20][CH2:19][C@@H:18]3[CH2:17][S:16][C:15]([NH:22]C(=O)OC(C)(C)C)=[N:14]4)[CH:12]=2)[CH2:5][CH2:4][CH2:3][CH2:2]1.C(O)(C(F)(F)F)=O>C(Cl)Cl>[CH:1]1([NH:6][C:7]2[CH:8]=[CH:9][C:10]([F:30])=[C:11]([C@@:13]34[O:21][CH2:20][CH2:19][C@@H:18]3[CH2:17][S:16][C:15]([NH2:22])=[N:14]4)[CH:12]=2)[CH2:2][CH2:3][CH2:4][CH2:5]1. Procedure details: A solution of tert-butyl (±)-((4aS,7aS)-7a-(5-(cyclopentylamino)-2-fluorophenyl)-4a,5,6,7a-tetrahydro-4H-furo[2,3-d][1,3]thiazin-2-yl)carbamate (16 mg, 0.037 mmol) and TFA (56.6 μL, 0.735 mmol) in DCM (245 μL) was stirred at rt for 3 h. The solvents were removed to give (4aS,7aS)-7a-(5-(cyclopentylamino)-2-fluorophenyl)-4a,5,6,7a-tetrahydro-4H-furo[2,3-d][1,3]thiazin-2-amine (17 mg) as its TFA salt as a colorless oil. MS (M+H)+: 336.02. Reactants: C(C)(C)(C)OC(=O)N1CC2CN(CC2C1)C(C1=C(C=CC=C1N1N=CC=N1)F)=O (5-(2-Fluoro-6-[1,2,3]triazol-2-yl-benzoyl)-hexahydro-pyrrolo[3,4-c]pyrrole-2-carboxylic acid tert-butyl ester), C(=O)(C(F)(F)F)O (TFA). Solvent: C(Cl)Cl (DCM). Reaction conditions: time 1 hour. The product is FC1=C(C(=CC=C1)N1N=CC=N1)C(=O)N1CC2CNCC2C1 ((2-fluoro-6-[1,2,3]triazol-2-yl-phenyl)-(hexahydro-pyrrolo[3,4-c]pyrrol-2-yl)-methanone). RXN SMILES: C(OC([N:8]1[CH2:15][CH:14]2[CH:10]([CH2:11][N:12]([C:16](=[O:29])[C:17]3[C:22]([N:23]4[N:27]=[CH:26][CH:25]=[N:24]4)=[CH:21][CH:20]=[CH:19][C:18]=3[F:28])[CH2:13]2)[CH2:9]1)=O)(C)(C)C.C(O)(C(F)(F)F)=O>C(Cl)Cl>[F:28][C:18]1[CH:19]=[CH:20][CH:21]=[C:22]([N:23]2[N:27]=[CH:26][CH:25]=[N:24]2)[C:17]=1[C:16]([N:12]1[CH2:13][CH:14]2[CH:10]([CH2:9][NH:8][CH2:15]2)[CH2:11]1)=[O:29]. Reported procedure: 5-(2-Fluoro-6-[1,2,3]triazol-2-yl-benzoyl)-hexahydro-pyrrolo[3,4-c]pyrrole-2-carboxylic acid tert-butyl ester (1.3 g, 3.21 mmol) was taken up in DCM (6.0 mL) and TFA (3.0 mL) was added. The mixture was allowed to stir at rt for 1 hr. Solvent was removed and then taken back up in DCM and basified with 1N aq. NaOH. The layers were separated. The aqueous was extracted 2 more time with DCM (and a small amount of MeOH). The organics were combined, dried (Na2SO4), filtered, and concentrated to provide...